From a dataset of the Open Reaction Database (ORD), a public repository of structured organic reaction records. describe an organic reaction: reactants, conditions, products, and yield Reactants: NC1(CCCC1)C(=O)NC1=CC=C(C=C1)C=CC(=O)[O-] (3-(4-(1-aminocyclopentanecarboxamido)phenyl)acrylate), CCOC1C=CC2=CC=CC=C2N1C(=O)OCC (EEDQ), NC1=CC=C(C=C1)/C=C/C(=O)OCC ((E)-ethyl 3-(4-aminophenyl)acrylate), C(C)(C)(C)OC(=O)NC1(CCCC1)C(=O)O (1-(tert-butoxycarbonylamino)cyclopentanecarboxylic acid). Solvent: hexanes, C1CCOC1 (THF). Yields the product C(C)(C)(C)OC(=O)NC1(CCCC1)C(=O)NC1=CC=C(C=C1)/C=C/C(=O)OCC ((E)-ethyl 3-(4-(1-(tert-butoxycarbonylamino)cyclopentanecarboxamido)phenyl)acrylate). Yield: 41.0%. RXN SMILES: NC1(C(NC2C=CC(C=CC([O-])=O)=CC=2)=O)CCCC1.CCOC1N(C(OCC)=O)C2C(=CC=CC=2)C=C1.[NH2:39][C:40]1[CH:45]=[CH:44][C:43](/[CH:46]=[CH:47]/[C:48]([O:50][CH2:51][CH3:52])=[O:49])=[CH:42][CH:41]=1.[C:53]([O:57][C:58]([NH:60][C:61]1([C:66](O)=[O:67])[CH2:65][CH2:64][CH2:63][CH2:62]1)=[O:59])([CH3:56])([CH3:55])[CH3:54]>C1COCC1>[C:53]([O:57][C:58]([NH:60][C:61]1([C:66]([NH:39][C:40]2[CH:41]=[CH:42][C:43](/[CH:46]=[CH:47]/[C:48]([O:50][CH2:51][CH3:52])=[O:49])=[CH:44][CH:45]=2)=[O:67])[CH2:65][CH2:64][CH2:63][CH2:62]1)=[O:59])([CH3:56])([CH3:55])[CH3:54]. Procedure details: (E)-ethyl (3-(4-(1-aminocyclopentanecarboxamido)phenyl)acrylate. EEDQ (593 mg, 2.4 mmol) was added to a solution of (E)-ethyl 3-(4-aminophenyl)acrylate (417 mg, 2.18 mmol) and 1-(tert-butoxycarbonylamino)cyclopentanecarboxylic acid (500 mg, 2.18 mmol) in THF (6 mL). The solution was stirred at reflux for 3–4 hours. The mixture was concentrated and the residue partitioned between dichloromethane and water. The organic layer was washed sequentially with dilute HCl, water, and brine. The solution w...